From a dataset of the Open Reaction Database (ORD), a public repository of structured organic reaction records. describe an organic reaction: reactants, conditions, products, and yield Starting materials: C(C)(=O)O[BH-](OC(C)=O)OC(C)=O.[Na+] (sodium triacetoxyborohydride), O=S1(CCN(CC2=C1C=CC=C2)C2=NC1=CC=C(C=C1C(=C2)NC2CNCC2)C)=O (2-(1,1-Dioxido-2,3-dihydro-1,4-benzothiazepin-4(5H)-yl)-6-methyl-N-(pyrrolidin-3-yl)quinolin-4-amine), O1CC(C1)=O (oxetan-3-one), C(C)(=O)O (acetic acid). The solvent is O1CCCC1 (tetrahydrofuran). Run at temperature 55 celsius, time 1 hour. Yields the product O=S1(CCN(CC2=C1C=CC=C2)C2=NC1=CC=C(C=C1C(=C2)NC2CN(CC2)C2COC2)C)=O (2-(1,1-Dioxido-2,3-dihydro-1,4-benzothiazepin-4(5H)-yl)-6-methyl-N-[1-(oxetan-3-yl)pyrrolidin-3-yl]quinolin-4-amine). Yield: 41.8%. RXN SMILES: [O:1]=[S:2]1(=[O:30])[C:8]2[CH:9]=[CH:10][CH:11]=[CH:12][C:7]=2[CH2:6][N:5]([C:13]2[CH:22]=[C:21]([NH:23][CH:24]3[CH2:28][CH2:27][NH:26][CH2:25]3)[C:20]3[C:15](=[CH:16][CH:17]=[C:18]([CH3:29])[CH:19]=3)[N:14]=2)[CH2:4][CH2:3]1.[O:31]1[CH2:34][C:33](=O)[CH2:32]1.C(O)(=O)C.C(O[BH-](OC(=O)C)OC(=O)C)(=O)C.[Na+]>O1CCCC1>[O:30]=[S:2]1(=[O:1])[C:8]2[CH:9]=[CH:10][CH:11]=[CH:12][C:7]=2[CH2:6][N:5]([C:13]2[CH:22]=[C:21]([NH:23][CH:24]3[CH2:28][CH2:27][N:26]([CH:33]4[CH2:34][O:31][CH2:32]4)[CH2:25]3)[C:20]3[C:15](=[CH:16][CH:17]=[C:18]([CH3:29])[CH:19]=3)[N:14]=2)[CH2:4][CH2:3]1 |f:3.4|. Procedure: To a solution of [2-(1,1-dioxido-2,3-dihydro-1,4-benzothiazepin-4(5H)-yl)-6-methyl-N-(pyrrolidin-3-yl)quinolin-4-amine (21 mg, 0.05 mmol, prepared in analogy to Example 21-4) and oxetan-3-one (7.2 mg, 0.10 mmol) in tetrahydrofuran (2 mL) was added acetic acid (8.6 μL, 0.15 mmol). After the mixture being stirred at 55° C. for 1 hour, sodium triacetoxyborohydride (21 mg, 0.10 mmol) was added to the mixture. After being stirred for 2 hours at 65° C., the reaction mixture was concentrated in vacuo. ... The reactants are CC1=C(C=C(N)C=C1)N1C=CN2N=C(C=C21)C=2C=NC=CC2 (4-Methyl-3-[6-(pyridin-3-yl)-1H-imidazo[1,2-b]pyrazol-1-yl]aniline), FC(C(=O)O)(F)F.C(C)(C)(C)C=1C=C(C(=O)O)C=C(C1)CN1CCCC1 (3-tert-Butyl-5-(pyrrolidin-1-ylmethyl)benzoic acid trifluoroacetate). Yields the product C(C)(C)(C)C=1C=C(C(=O)NC2=CC(=C(C=C2)C)N2C=CN3N=C(C=C32)C=3C=NC=CC3)C=C(C1)CN1CCCC1 (3-tert-Butyl-N-{4-methyl-3-[6-(pyridin-3-yl)-1H-imidazo[1,2-b]pyrazol-1-yl]phenyl}-5-(pyrrolidin-1-ylmethyl)benzamide). As a reaction SMILES: [CH3:1][C:2]1[CH:8]=[CH:7][C:5]([NH2:6])=[CH:4][C:3]=1[N:9]1[C:16]2[N:12]([N:13]=[C:14]([C:17]3[CH:18]=[N:19][CH:20]=[CH:21][CH:22]=3)[CH:15]=2)[CH:11]=[CH:10]1.FC(F)(F)C(O)=O.[C:30]([C:34]1[CH:35]=[C:36]([CH:40]=[C:41]([CH2:43][N:44]2[CH2:48][CH2:47][CH2:46][CH2:45]2)[CH:42]=1)[C:37](O)=[O:38])([CH3:33])([CH3:32])[CH3:31]>>[C:30]([C:34]1[CH:35]=[C:36]([CH:40]=[C:41]([CH2:43][N:44]2[CH2:45][CH2:46][CH2:47][CH2:48]2)[CH:42]=1)[C:37]([NH:6][C:5]1[CH:7]=[CH:8][C:2]([CH3:1])=[C:3]([N:9]2[C:16]3[N:12]([N:13]=[C:14]([C:17]4[CH:18]=[N:19][CH:20]=[CH:21][CH:22]=4)[CH:15]=3)[CH:11]=[CH:10]2)[CH:4]=1)=[O:38])([CH3:33])([CH3:31])[CH3:32] |f:1.2|. Reported procedure: 35 mg (0.12 mmol) of the compound of Example 6A and 47 mg (0.12 mmol) of the compound of Example 22A were reacted and worked up analogously to the procedure of Example 16. This gave 55 mg (95% pure, 81% of theory) of the title compound. Reactants: [Cl-].N[N+]1=C(N(C=C1)CC1=CC(=C(C(=C1)OC)OC)OC)CC (1-amino-2-ethyl-3-(3,4,5-trimethoxybenzyl)imidazolium chloride), CN(C1=CC=C(C=O)C=C1)C (p-dimethylaminobenzaldehyde). The solvent is C(C)(=O)O (acetic acid). Reaction conditions: time 52 hour. Product: [Cl-].C(C)C1=[N+](C=CN1CC1=CC(=C(C(=C1)OC)OC)OC)N=CC1=CC=C(C=C1)N(C)C (2-ethyl-1-[[p-(dimethylamino)benzylidene)amino]-3-(3,4,5-trimethoxybenzyl)imidazolium chloride). Reaction SMILES: [Cl-:1].[NH2:2][N+:3]1[CH:7]=[CH:6][N:5]([CH2:8][C:9]2[CH:14]=[C:13]([O:15][CH3:16])[C:12]([O:17][CH3:18])=[C:11]([O:19][CH3:20])[CH:10]=2)[C:4]=1[CH2:21][CH3:22].[CH3:23][N:24]([CH3:33])[C:25]1[CH:32]=[CH:31][C:28]([CH:29]=O)=[CH:27][CH:26]=1>C(O)(=O)C>[Cl-:1].[CH2:21]([C:4]1[N:5]([CH2:8][C:9]2[CH:14]=[C:13]([O:15][CH3:16])[C:12]([O:17][CH3:18])=[C:11]([O:19][CH3:20])[CH:10]=2)[CH:6]=[CH:7][N+:3]=1[N:2]=[CH:29][C:28]1[CH:31]=[CH:32][C:25]([N:24]([CH3:33])[CH3:23])=[CH:26][CH:27]=1)[CH3:22] |f:0.1,4.5|. Reported procedure: (ii.c) 1.9 g of 1-amino-2-ethyl-3-(3,4,5-trimethoxybenzyl)imidazolium chloride are dissolved in 38 ml of glacial acetic acid, whereupon the solution is treated with 0.86 g of p-dimethylaminobenzaldehyde and stirred at room temperature for 52 hours and the solution is evaporated. The product is recrystallized from ethanol/ether. There is obtained 2-ethyl-1-[[p-(dimethylamino)benzylidene)amino]-3-(3,4,5-trimethoxybenzyl)imidazolium chloride of melting point 211°.